From a dataset of the Open Reaction Database (ORD), a public repository of structured organic reaction records. describe an organic reaction: reactants, conditions, products, and yield Product: C(C)(=O)N1C(=O)N(C(=O)CC1)C(C)=O (1,3-diacetyl-5,6-dihydrouracil). The solvent is C(C)(=O)OCC (ethyl acetate). Reaction SMILES: [C:1]([O-:4])(=O)[CH3:2].[Na+].[NH:6]1[CH2:13][CH2:12][C:10](=[O:11])[NH:9][C:7]1=[O:8].[CH2:14]=[C:15]=[O:16]>C(OCC)(=O)C>[C:15]([N:6]1[CH2:13][CH2:12][C:10](=[O:11])[N:9]([C:1](=[O:4])[CH3:2])[C:7]1=[O:8])(=[O:16])[CH3:14] |f:0.1|. Starting materials: C(C)(=O)[O-].[Na+] (sodium acetate), N1C(=O)NC(=O)CC1 (5,6-dihydrouracil), C=C=O (ketene). Procedure details: After adding 1.5 gm of finely pulverized sodium acetate suspended in 1 liter of ethyl acetate, 15 gm (0.13 mol) of 5,6-dihydrouracil were reacted with ketene at boiling temperature (77° C). After the reaction had been completed, the catalyst was filtered off and the solvent was distilled off under reduced pressure. The residue was recrystallized from isopropanol. The melting point was 81.5° C to 83° C, and the elementary analysis resulted in the following values: Starting materials: O=S(=O)(NC1CCC(c2cc(F)ccc2F)(S(=O)(=O)c2ccc(Cl)cc2)CC1)N1CCC(O)C1, ClCCl. Product: O=C1CCN(S(=O)(=O)NC2CCC(c3cc(F)ccc3F)(S(=O)(=O)c3ccc(Cl)cc3)CC2)C1. RXN SMILES: [Cl:1][c:2]1[cH:3][cH:4][c:5]([S:8](=[O:9])(=[O:10])[C:11]2([c:27]3[c:28]([F:34])[cH:29][cH:30][c:31]([F:33])[cH:32]3)[CH2:12][CH2:13][CH:14]([NH:17][S:18](=[O:19])(=[O:20])[N:21]3[CH2:22][CH:23]([OH:26])[CH2:24][CH2:25]3)[CH2:15][CH2:16]2)[cH:6][cH:7]1.[Cl:35][CH2:36][Cl:37]>>[Cl:1][c:2]1[cH:3][cH:4][c:5]([S:8](=[O:9])(=[O:10])[C:11]2([c:27]3[c:28]([F:34])[cH:29][cH:30][c:31]([F:33])[cH:32]3)[CH2:12][CH2:13][CH:14]([NH:17][S:18](=[O:19])(=[O:20])[N:21]3[CH2:22][C:23](=[O:26])[CH2:24][CH2:25]3)[CH2:15][CH2:16]2)[cH:6][cH:7]1.